This data is from the Open Reaction Database (ORD), a public repository of structured organic reaction records. The task is: describe an organic reaction: reactants, conditions, products, and yield Reactants: [OH-].[Na+] (Sodium hydroxide), C[C@@](C(=O)[O-])(CSCC1=CC=C(C=C1)C1=CC=C(C=C1)N1C=CC2=CC=CC=C12)NC(=O)OC(C)(C)C ((2R)-Methyl-tert-butoxycarbonylamino-3-(4′-indol-1-ylbiphen-4-ylmethylsulfanyl)-propionate), Cl (hydrochloric acid). The solvent is O1CCCC1 (tetrahydrofuran), CO (methanol), O (water). Product: C(C)(C)(C)OC(=O)N[C@H](C(=O)O)CSCC1=CC=C(C=C1)C1=CC=C(C=C1)N1C=CC2=CC=CC=C12 ((2R)-tert-Butoxycarbonylamino-3-(4′-indol-1-ylbiphen-4-ylmethylsulfanyl)-propionic acid). RXN SMILES: [OH-].[Na+].C[C@:4]([NH:32][C:33]([O:35][C:36]([CH3:39])([CH3:38])[CH3:37])=[O:34])([CH2:8][S:9][CH2:10][C:11]1[CH:16]=[CH:15][C:14]([C:17]2[CH:22]=[CH:21][C:20]([N:23]3[C:31]4[C:26](=[CH:27][CH:28]=[CH:29][CH:30]=4)[CH:25]=[CH:24]3)=[CH:19][CH:18]=2)=[CH:13][CH:12]=1)[C:5]([O-:7])=[O:6].Cl>O1CCCC1.CO.O>[C:36]([O:35][C:33]([NH:32][C@@H:4]([CH2:8][S:9][CH2:10][C:11]1[CH:16]=[CH:15][C:14]([C:17]2[CH:18]=[CH:19][C:20]([N:23]3[C:31]4[C:26](=[CH:27][CH:28]=[CH:29][CH:30]=4)[CH:25]=[CH:24]3)=[CH:21][CH:22]=2)=[CH:13][CH:12]=1)[C:5]([OH:7])=[O:6])=[O:34])([CH3:39])([CH3:37])[CH3:38] |f:0.1|. Procedure: 1N Sodium hydroxide solution (2.14 mL, 2.14 mmol) was added dropwise to a stirred solution of (2R)-Methyl-tert-butoxycarbonylamino-3-(4′-indol-1-ylbiphen-4-ylmethylsulfanyl)-propionate (552 mg, 1.07 mmol) in tetrahydrofuran (15 mL) and methanol (3 mL). The clear reaction mixture was stirred at room temperature until the reaction was complete (TLC control), and then diluted with water (10 mL), and acidified to pH 3 with 2N hydrochloric acid. The reaction mixture was extracted with ethyl acetate (... Reactants: C(C)OC(C[C@@H](C1=C(C=CC=C1)C)NC(=O)C1=NN(C(=C1)O)C1=C(C=CC=C1)F)=O ((S)-3-{[1-(2-fluoro-phenyl)-5-hydroxy-1H-pyrazole-3-carbonyl]-amino}-3-(2-methyl-phenyl)-propionic acid ethyl ester), FC1=C(C=CC=C1)N1N=C(C=C1O)C(=O)O (1-(2-fluoro-phenyl)-5-hydroxy-1H-pyrazole-3-carboxylic acid), N[C@@H](CC(=O)OCC)C1=C(C=CC=C1)C (ethyl (S)-3-amino-3-(2-methyl-phenyl)-propionate), C([O-])([O-])=O.[Cs+].[Cs+] (cesium carbonate), BrCC1(COC1)C (3-bromomethyl-3-methyl-oxetane). The solvent is CN(C)C=O (DMF). Run at temperature 65 celsius, time 4 hour. Yields the product C(C)OC(C[C@@H](C1=C(C=CC=C1)C)NC(=O)C1=NN(C(=C1)OCC1(COC1)C)C1=C(C=CC=C1)F)=O ((S)-3-{[1-(2-Fluoro-phenyl)-5-(3-methyl-oxetan-3-ylmethoxy)-1H-pyrazole-3-carbonyl]-amino}-3-(2-methyl-phenyl)-propionic acid ethyl ester). As a reaction SMILES: [CH2:1]([O:3][C:4](=[O:30])[CH2:5][C@H:6]([NH:14][C:15]([C:17]1[CH:21]=[C:20]([OH:22])[N:19]([C:23]2[CH:28]=[CH:27][CH:26]=[CH:25][C:24]=2[F:29])[N:18]=1)=[O:16])[C:7]1[CH:12]=[CH:11][CH:10]=[CH:9][C:8]=1[CH3:13])[CH3:2].FC1C=CC=CC=1N1C(O)=CC(C(O)=O)=N1.N[C@H](C1C=CC=CC=1C)CC(OCC)=O.C(=O)([O-])[O-].[Cs+].[Cs+].Br[CH2:69][C:70]1([CH3:74])[CH2:73][O:72][CH2:71]1>CN(C=O)C>[CH2:1]([O:3][C:4](=[O:30])[CH2:5][C@H:6]([NH:14][C:15]([C:17]1[CH:21]=[C:20]([O:22][CH2:69][C:70]2([CH3:74])[CH2:73][O:72][CH2:71]2)[N:19]([C:23]2[CH:28]=[CH:27][CH:26]=[CH:25][C:24]=2[F:29])[N:18]=1)=[O:16])[C:7]1[CH:12]=[CH:11][CH:10]=[CH:9][C:8]=1[CH3:13])[CH3:2] |f:3.4.5|. Procedure: 101 mg (0.245 mmol) of (S)-3-{[1-(2-fluoro-phenyl)-5-hydroxy-1H-pyrazole-3-carbonyl]-amino}-3-(2-methyl-phenyl)-propionic acid ethyl ester (prepared from 1-(2-fluoro-phenyl)-5-hydroxy-1H-pyrazole-3-carboxylic acid and ethyl (S)-3-amino-3-(2-methyl-phenyl)-propionate analogously as described in synthesis example 2) were dissolved in 3 ml of DMF, and 160 mg (0.5 mmol) of cesium carbonate and 41.3 mg (0.245 mmol) of 3-bromomethyl-3-methyl-oxetane were added. The mixture was stirred for 4 h at 65° C... Reactants: P(Cl)(Cl)Cl (phosphorus trichloride), NCCN1CCOCC1 (N-(2-aminoethyl)-morpholine), ClC1=CC=C(C(=O)O)C=C1 (p-chlorobenzoic acid). The solvent is N1=CC=CC=C1 (pyridine), N1=CC=CC=C1 (pyridine). Reaction conditions: temperature 90 celsius. The product is ClC1=CC=C(C(=O)NCCN2CCOCC2)C=C1 (p-chloro-N-(2-morpholinoethyl)-benzamide). As a reaction SMILES: P(Cl)(Cl)Cl.[NH2:5][CH2:6][CH2:7][N:8]1[CH2:13][CH2:12][O:11][CH2:10][CH2:9]1.[Cl:14][C:15]1[CH:23]=[CH:22][C:18]([C:19](O)=[O:20])=[CH:17][CH:16]=1>N1C=CC=CC=1>[Cl:14][C:15]1[CH:23]=[CH:22][C:18]([C:19]([NH:5][CH2:6][CH2:7][N:8]2[CH2:13][CH2:12][O:11][CH2:10][CH2:9]2)=[O:20])=[CH:17][CH:16]=1. Reported procedure: 2.8 G. of phosphorus trichloride in 20 ml. of pyridine are added to 5.2 g. of N-(2-aminoethyl)-morpholine in 80 ml. of pyridine at -5° C. over a period of 15 minutes, with stirring. The mixture is stirred for 30 minutes at -5° C. and 90 minutes at room temperature. Then, 3.1 g. of p-chlorobenzoic acid are added and the mixture is heated for 3 hours at 90° C. This mixture is evaporated to dryness and the residue is evaporated twice more with 100 ml. of toluene each time. The solid residue is take... Starting materials: CCN(C(C)C)C(C)C, NC(=O)COc1ccccc1C1NN=C(c2ccc(Cl)cc2)S1, O=C(Cl)c1c(F)cc(F)cc1F. As a reaction SMILES: [CH:24]([N:25]([CH2:26][CH3:27])[CH:28]([CH3:29])[CH3:30])([CH3:31])[CH3:32].[Cl:1][c:2]1[cH:3][cH:4][c:5]([C:8]2=[N:9][NH:10][CH:11]([c:13]3[c:14]([O:15][CH2:16][C:17](=[O:18])[NH2:19])[cH:20][cH:21][cH:22][cH:23]3)[S:12]2)[cH:6][cH:7]1.[F:33][c:34]1[c:35]([C:36](=[O:37])[Cl:38])[c:39]([F:44])[cH:40][c:41]([F:43])[cH:42]1>>[Cl:1][c:2]1[cH:3][cH:4][c:5]([C:8]2=[N:9][N:10]([C:36]([c:35]3[c:34]([F:33])[cH:42][c:41]([F:43])[cH:40][c:39]3[F:44])=[O:37])[CH:11]([c:13]3[c:14]([O:15][CH2:16][C:17](=[O:18])[NH2:19])[cH:20][cH:21][cH:22][cH:23]3)[S:12]2)[cH:6][cH:7]1. Product: NC(=O)COc1ccccc1C1SC(c2ccc(Cl)cc2)=NN1C(=O)c1c(F)cc(F)cc1F. Reactants: complex, N1=CC=CC=C1 (pyridine), CS(=O)C (DMSO), C(C)C=1C(=NC(=C(C(=O)OC)C1)OC)C=1C=CC=2N(C1)C=C(N2)CO (methyl 5-ethyl-6-(2-(hydroxymethyl)imidazo[1,2-a]pyridin-6-yl)-2-methoxynicotinate), CCN(C(C)C)C(C)C (Hunig's base), CS(=O)C (DMSO). Run in C(Cl)Cl (DCM), C(Cl)Cl (DCM). Run at temperature 0 celsius. Product: C(C)C=1C(=NC(=C(C(=O)OC)C1)OC)C=1C=CC=2N(C1)C=C(N2)C=O (methyl 5-ethyl-6-(2-formylimidazo[1,2-a]pyridin-6-yl)-2-methoxynicotinate). The yield is 78.8%. As a reaction SMILES: N1C=CC=CC=1.CS(C)=O.[CH2:11]([C:13]1[C:14]([C:25]2[CH:26]=[CH:27][C:28]3[N:29]([CH:31]=[C:32]([CH2:34][OH:35])[N:33]=3)[CH:30]=2)=[N:15][C:16]([O:23][CH3:24])=[C:17]([CH:22]=1)[C:18]([O:20][CH3:21])=[O:19])[CH3:12].CCN(C(C)C)C(C)C>C(Cl)Cl>[CH2:11]([C:13]1[C:14]([C:25]2[CH:26]=[CH:27][C:28]3[N:29]([CH:31]=[C:32]([CH:34]=[O:35])[N:33]=3)[CH:30]=2)=[N:15][C:16]([O:23][CH3:24])=[C:17]([CH:22]=1)[C:18]([O:20][CH3:21])=[O:19])[CH3:12]. Procedure details: To SO3-pyr complex (0.320 g, 2.01 mmol) was added pyridine (0.16 mL, 2.02 mmol) and DMSO (0.36 mL, 5.07 mmol). Slurry was stirred at room temperature 10 min before DCM (2.0 mL) was added and mixture was cooled to 0° C. Then solution of methyl 5-ethyl-6-(2-(hydroxymethyl)imidazo[1,2-a]pyridin-6-yl)-2-methoxynicotinate (0.346 g, 1.01 mmol), Hunig's base (0.60 mL, 3.44 mmol) and DMSO (0.36 mL, 5.07 mmol) in DCM (4.0 mL) was added dropwise. Reaction mixture was stirred at 0° C. 30 min and LC/MS show... Reactants: C[S-], ClCCl, Nc1nc(Cl)nc(OCC(=O)Nc2cccc(C(F)(F)F)c2)n1, [Na+]. Yields the product CSc1nc(N)nc(OCC(=O)Nc2cccc(C(F)(F)F)c2)n1. As a reaction SMILES: [CH3:24][S-:25].[Cl:27][CH2:28][Cl:29].[NH2:1][c:2]1[n:3][c:4]([O:9][CH2:10][C:11](=[O:12])[NH:13][c:14]2[cH:15][c:16]([C:20]([F:21])([F:22])[F:23])[cH:17][cH:18][cH:19]2)[n:5][c:6]([Cl:8])[n:7]1.[Na+:26]>>[NH2:1][c:2]1[n:3][c:4]([O:9][CH2:10][C:11](=[O:12])[NH:13][c:14]2[cH:15][c:16]([C:20]([F:21])([F:22])[F:23])[cH:17][cH:18][cH:19]2)[n:5][c:6]([S:25][CH3:24])[n:7]1. Starting materials: COC(=O)c1cccc2[nH]c3c(c12)C(=O)CCC3, CCOC(C)=O, FC(F)(F)c1cccc(CCl)c1, [I-], [Na+], CN(C)C=O. Product: COC(=O)c1cccc2c1c1c(n2Cc2cccc(C(F)(F)F)c2)CCCC1=O. As a reaction SMILES: [C:1](=[O:2])([O:3][CH3:4])[c:5]1[c:6]2[c:7]3[c:12]([nH:13][c:14]2[cH:15][cH:16][cH:17]1)[CH2:11][CH2:10][CH2:9][C:8]3=[O:18].[CH3:38][CH2:39][O:40][C:41](=[O:42])[CH3:43].[F:19][C:20]([c:21]1[cH:22][c:23]([CH2:24][Cl:25])[cH:26][cH:27][cH:28]1)([F:29])[F:30].[I-:32].[Na+:31].[O:33]=[CH:34][N:35]([CH3:36])[CH3:37]>>[C:1](=[O:2])([O:3][CH3:4])[c:5]1[c:6]2[c:7]3[c:12]([n:13]([CH2:24][c:23]4[cH:22][c:21]([C:20]([F:19])([F:29])[F:30])[cH:28][cH:27][cH:26]4)[c:14]2[cH:15][cH:16][cH:17]1)[CH2:11][CH2:10][CH2:9][C:8]3=[O:18].